Dataset: the Open Reaction Database (ORD), a public repository of structured organic reaction records. Task: describe an organic reaction: reactants, conditions, products, and yield The reactants are C(C)(C)(C)OC(=O)N1CCN(CC1)CC1=C(C=C(C(=O)O)C=C1)C(F)(F)F (4-[4-(t-butoxycarbonyl)piperazin-1-ylmethyl]-3-trifluoromethylbenzoic acid), CC1=C(C=C(N)C=C1)NC1=NC=CC(=C1)C=1C=NC=CC1 (4-methyl-3-[4-(3-pyridyl)pyridin-2-ylamino]aniline). Procedure: This compound was prepared in the same manner as in Example 34, except that 4-[4-(t-butoxycarbonyl)piperazin-1-ylmethyl]-3-trifluoromethylbenzoic acid (Reference Example 13) and 4-methyl-3-[4-(3-pyridyl)pyridin-2-ylamino]aniline (Reference Example 23) were used, and that the resulting crude crystals obtained by purification with silica gel column chromatography were recrystallized from n-hexane-ethyl acetate. As a reaction SMILES: [C:1]([O:5][C:6]([N:8]1[CH2:13][CH2:12][N:11]([CH2:14][C:15]2[CH:23]=[CH:22][C:18]([C:19]([OH:21])=O)=[CH:17][C:16]=2[C:24]([F:27])([F:26])[F:25])[CH2:10][CH2:9]1)=[O:7])([CH3:4])([CH3:3])[CH3:2].[CH3:28][C:29]1[CH:35]=[CH:34][C:32]([NH2:33])=[CH:31][C:30]=1[NH:36][C:37]1[CH:42]=[C:41]([C:43]2[CH:44]=[N:45][CH:46]=[CH:47][CH:48]=2)[CH:40]=[CH:39][N:38]=1>>[C:1]([O:5][C:6]([N:8]1[CH2:9][CH2:10][N:11]([CH2:14][C:15]2[CH:23]=[CH:22][C:18]([C:19]([NH:33][C:32]3[CH:34]=[CH:35][C:29]([CH3:28])=[C:30]([NH:36][C:37]4[CH:42]=[C:41]([C:43]5[CH:44]=[N:45][CH:46]=[CH:47][CH:48]=5)[CH:40]=[CH:39][N:38]=4)[CH:31]=3)=[O:21])=[CH:17][C:16]=2[C:24]([F:27])([F:26])[F:25])[CH2:12][CH2:13]1)=[O:7])([CH3:2])([CH3:4])[CH3:3]. Product: C(C)(C)(C)OC(=O)N1CCN(CC1)CC1=C(C=C(C(=O)NC2=CC(=C(C=C2)C)NC2=NC=CC(=C2)C=2C=NC=CC2)C=C1)C(F)(F)F (4-[4-(t-butoxycarbonyl)piperazin-1-ylmethyl]-3-trifluoromethyl-N-{4-methyl-3-[4-(3-pyridyl)pyridin-2-ylamino]phenyl}benzamide). Reactants: CCc1c(C(=O)c2cc(C)cc(C)c2)[nH]c(=O)[nH]c1=O, ClCc1ccc2ccccc2n1. The product is CCc1c(C(=O)c2cc(C)cc(C)c2)n(Cc2ccc3ccccc3n2)c(=O)[nH]c1=O. As a reaction SMILES: [CH2:1]([CH3:2])[c:3]1[c:4](=[O:20])[nH:5][c:6](=[O:19])[nH:7][c:8]1[C:9]([c:10]1[cH:11][c:12]([CH3:17])[cH:13][c:14]([CH3:16])[cH:15]1)=[O:18].[Cl:21][CH2:22][c:23]1[n:24][c:25]2[cH:26][cH:27][cH:28][cH:29][c:30]2[cH:31][cH:32]1>>[CH2:1]([CH3:2])[c:3]1[c:4](=[O:20])[nH:5][c:6](=[O:19])[n:7]([CH2:22][c:23]2[n:24][c:25]3[cH:26][cH:27][cH:28][cH:29][c:30]3[cH:31][cH:32]2)[c:8]1[C:9]([c:10]1[cH:11][c:12]([CH3:17])[cH:13][c:14]([CH3:16])[cH:15]1)=[O:18]. The reactants are C(C1=CC=CC=C1)(=O)O[C@H]1[C@@H]([C@@H]2[C@@H](OC(C2)=O)C1)\C=C\C(=O)C1=CC2=C(S1)C=CC=C2 ((3aR,4R,5R,6aS)-4-((E)-3-(benzo[b]thiophen-2-yl)-3-oxoprop-1-enyl)-2-oxohexahydro-2H-cyclopenta[b]furan-5-yl benzoate), CeCl3 heptahydrate, [BH4-].[Na+] (sodium borohydride). Run in C1CCOC1.CO (THF methanol). Run at temperature -40 celsius, time 1.5 hour. Yields the product C(C1=CC=CC=C1)(=O)O[C@H]1[C@@H]([C@@H]2[C@@H](OC(C2)=O)C1)\C=C\[C@@H](O)C1=CC2=C(S1)C=CC=C2 ((3aR,4R,5R,6aS)-4-((R,E)-3-(benzo[b]thiophen-2-yl)-3-hydroxyprop-1-enyl)-2-oxohexahydro-2H-cyclopenta[b]furan-5-yl benzoate). RXN SMILES: [C:1]([O:9][C@@H:10]1[CH2:18][C@@H:13]2[O:14][C:15](=[O:17])[CH2:16][C@@H:12]2[C@H:11]1/[CH:19]=[CH:20]/[C:21]([C:23]1[S:27][C:26]2[CH:28]=[CH:29][CH:30]=[CH:31][C:25]=2[CH:24]=1)=[O:22])(=[O:8])[C:2]1[CH:7]=[CH:6][CH:5]=[CH:4][CH:3]=1.[BH4-].[Na+]>C1COCC1.CO>[C:1]([O:9][C@@H:10]1[CH2:18][C@@H:13]2[O:14][C:15](=[O:17])[CH2:16][C@@H:12]2[C@H:11]1/[CH:19]=[CH:20]/[C@H:21]([C:23]1[S:27][C:26]2[CH:28]=[CH:29][CH:30]=[CH:31][C:25]=2[CH:24]=1)[OH:22])(=[O:8])[C:2]1[CH:7]=[CH:6][CH:5]=[CH:4][CH:3]=1 |f:1.2,3.4|. Procedure: To a stirring solution consisting of (3aR,4R,5R,6aS)-4-((E)-3-(benzo[b]thiophen-2-yl)-3-oxoprop-1-enyl)-2-oxohexahydro-2H-cyclopenta[b]furan-5-yl benzoate (4a, limiting reagent) in 2:1 THF-methanol (0.1 M) cooled to −40° C. is added CeCl3 heptahydrate. The reaction mixture is subsequently cooled to −78° C. and sodium borohydride (2 molar equivalents) is added and the solution is stirred for 1.5 hours. The reaction is quenched by the addition of acetone at −60° C. followed by the addition of a sa... Starting materials: CC(C)(C)COc1ccc2c(c1)C1(COC(N)=N1)c1cc(Br)ccc1O2, CN1CCCC1=O, N#C[Cu]. Product: CC(C)(C)COc1ccc2c(c1)C1(COC(N)=N1)c1cc(C#N)ccc1O2. Reaction SMILES: [Br:1][c:2]1[cH:3][c:4]2[c:5]([cH:6][cH:7]1)[O:8][c:9]1[cH:10][cH:11][c:12]([O:21][CH2:22][C:23]([CH3:24])([CH3:25])[CH3:26])[cH:13][c:14]1[C:15]21[N:16]=[C:17]([NH2:20])[O:18][CH2:19]1.[CH3:30][N:31]1[CH2:32][CH2:33][CH2:34][C:35]1=[O:36].[Cu:27][C:28]#[N:29]>>[c:2]1([C:28]#[N:29])[cH:3][c:4]2[c:5]([cH:6][cH:7]1)[O:8][c:9]1[cH:10][cH:11][c:12]([O:21][CH2:22][C:23]([CH3:24])([CH3:25])[CH3:26])[cH:13][c:14]1[C:15]21[N:16]=[C:17]([NH2:20])[O:18][CH2:19]1. The reactants are NCCN (1,2-diaminoethane), O=C1N(C(C2=CC=CC=C12)=O)CC1=CC=C(C=C1)S(=O)(N(C)C)=NC (4-((1,3-Dioxoisoindolin-2-yl)methyl)-N,N,N′-trimethyl-benzene-sulfonimidamide), C(C)#N (acetonitrile), O1CCCC1 (tetrahydrofuran), NCCN (1,2-diaminoethane). Run in C(C)O (ethanol). Reaction conditions: temperature 60 celsius. Yields the product NCC1=CC=C(C=C1)S(=O)(N(C)C)=NC (4-(Aminomethyl)-N,N,N′-trimethylbenzenesulfonimidamide). RXN SMILES: O=C1C2C(=CC=CC=2)C(=O)[N:3]1[CH2:12][C:13]1[CH:18]=[CH:17][C:16]([S:19](=[N:24][CH3:25])([N:21]([CH3:23])[CH3:22])=[O:20])=[CH:15][CH:14]=1.C(#N)C.O1CCCC1.NCCN>C(O)C>[NH2:3][CH2:12][C:13]1[CH:14]=[CH:15][C:16]([S:19](=[N:24][CH3:25])([N:21]([CH3:22])[CH3:23])=[O:20])=[CH:17][CH:18]=1. Procedure details: A solution of 4-((1,3-dioxoisoindolin-2-yl)methyl)-N,N,N′-trimethyl-benzene-sulfonimidamide (preparation 60c, 280 mg, 0.78 mmol) in a 2:1:1 mixture of acetonitrile, tetrahydrofuran and ethanol (8 mL) is treated with 1,2-diaminoethane (116 μL, 1.74 mmol). The mixture is heated at 60° C. for 5 h, and another portion of 1,2-diaminoethane (26 μL, 0.39 mmol) is added. After 1.5 h all volatiles are removed under reduced pressure. The residue is treated with dichloromethane, and the mixture is filtered... Reactants: NC1=C(C=C(C=2OCCC21)C(=O)O)Cl (4-amino-5-chloro-2,3-dihydrobenzo[b]furan-7-carboxylic acid), 1,1-carbonylimidazole, NCCC12CCCN2CCC1 (5-(2-aminoethyl)-1-azabicyclo[3.3.0]octane). Run in O1CCCC1 (tetrahydrofuran), O1CCCC1 (tetrahydrofuran). The product is NC1=C(C=C(C=2OCCC21)C(=O)NCCC21CCCN1CCC2)Cl (4-Amino-N-[2-(1-azabicyclo[3.3.0]octan-5-yl)ethyl]-5-chloro-2,3-dihydrobenzo[b]furan-7-carboxamide). The yield is 78.3%. RXN SMILES: [NH2:1][C:2]1[C:10]2[CH2:9][CH2:8][O:7][C:6]=2[C:5]([C:11]([OH:13])=O)=[CH:4][C:3]=1[Cl:14].[NH2:15][CH2:16][CH2:17][C:18]12[CH2:25][CH2:24][CH2:23][N:22]1[CH2:21][CH2:20][CH2:19]2>O1CCCC1>[NH2:1][C:2]1[C:10]2[CH2:9][CH2:8][O:7][C:6]=2[C:5]([C:11]([NH:15][CH2:16][CH2:17][C:18]23[CH2:19][CH2:20][CH2:21][N:22]2[CH2:23][CH2:24][CH2:25]3)=[O:13])=[CH:4][C:3]=1[Cl:14]. Procedure details: Into an agitating solution of 4-amino-5-chloro-2,3-dihydrobenzo[b]furan-7-carboxylic acid (3.21 g) in absolute tetrahydrofuran (50 ml), was added little by little 1,1-carbonylimidazole (2.43 g) and after lapsed 1 hour, a solution of 5-(2-aminoethyl)-1-azabicyclo[3.3.0]octane (2.31 g) in absolute tetrahydrofuran (2 ml) was added therein to reflux for 1 hour. After cooled, the solvent was distilled out in vacuo, a residue was dissolved into chloroform, washed with saturated sodium hydrogen carbona...